Dataset: the Open Reaction Database (ORD), a public repository of structured organic reaction records. Task: describe an organic reaction: reactants, conditions, products, and yield Starting materials: OC(C(C#C[Si](C)(C)C)(C)C)CCCC ((4(RS)-hydroxy-3,3-dimethyl-1-octynyl)trimethylsilane), [F-].[K+] (potassium fluoride), CN(C=O)C (dimethylformamide). The solvent is CCOCC (ether), O (water). Reaction conditions: time 16 hour. Yields the product CC(C#C)(C(CCCC)O)C (3,3-dimethyl-1-octyn-4(RS)-ol). RXN SMILES: [OH:1][CH:2]([CH2:12][CH2:13][CH2:14][CH3:15])[C:3]([CH3:11])([CH3:10])[C:4]#[C:5][Si](C)(C)C.[F-].[K+].CN(C)C=O>CCOCC.O>[CH3:11][C:3]([CH3:10])([CH:2]([OH:1])[CH2:12][CH2:13][CH2:14][CH3:15])[C:4]#[CH:5] |f:1.2|. Procedure: A mixture of 1 part of (4(RS)-hydroxy-3,3-dimethyl-1-octynyl)trimethylsilane, 1 part of potassium fluoride and 5 parts by volume of dimethylformamide is stirred vigorously at room temperature for about 16 hours, then is diluted with ether and water. The ether layer is separated, washed with water, dried over anhydrous sodium sulfate and stripped of solvent under reduced pressure to afford 3,3-dimethyl-1-octyn-4(RS)-ol, which exhibits an infrared absorption maximum at about 3320 reciprocal centim... Reactants: C(C)(C)(C)C=1N=C(C=2N(C1C1=C(C=CC=C1)C)C(NN2)=O)Cl (6-tert-butyl-8-chloro-5-o-tolyl-2H-[1,2,4]triazolo[4,3-a]pyrazin-3-one), N1=CC(=CC=C1)CCN (2-pyridin-3-yl-ethylamine), C1CCOC1 (THF). Procedure details: A solution of 31 mg of the product of Step A and 120 mg of 2-pyridin-3-yl-ethylamine in THF (3.0 mL) was heated at reflux for 16 h. The solvent was removed and the residue was purified by silica gel chromatography to afford the title compound as a light yellow solid. MS (M+H+)=403.4. RXN SMILES: [C:1]([C:5]1[N:6]=[C:7](Cl)[C:8]2[N:9]([C:18](=[O:21])[NH:19][N:20]=2)[C:10]=1[C:11]1[CH:16]=[CH:15][CH:14]=[CH:13][C:12]=1C)([CH3:4])([CH3:3])[CH3:2].[N:23]1[CH:28]=[CH:27][CH:26]=[C:25]([CH2:29][CH2:30][NH2:31])[CH:24]=1.[CH2:32]1COCC1>>[C:1]([C:5]1[N:6]=[C:7]([NH:31][CH2:30][CH2:29][C:25]2[CH:24]=[N:23][CH:28]=[CH:27][CH:26]=2)[C:8]2[N:9]([C:18](=[O:21])[NH:19][N:20]=2)[C:10]=1[C:11]1[CH:16]=[C:15]([CH3:32])[CH:14]=[CH:13][CH:12]=1)([CH3:2])([CH3:3])[CH3:4]. Yields the product C(C)(C)(C)C=1N=C(C=2N(C1C=1C=C(C=CC1)C)C(NN2)=O)NCCC=2C=NC=CC2 (6-tert-Butyl-8-(2-pyridin-3-yl-ethylamino)-5-m-tolyl-2H-[1,2,4]triazolo[4,3-a]pyrazin-3-one). The reactants are C(C1=CC=CC=C1)NO (N-benzyl-hydroxylamine), ClC=1C=C(C=CC1Cl)N=C=O (3,4-dichlorophenyl isocyanate). Run in C1=CC=CC=C1 (benzene), C1=CC=CC=C1 (benzene). Yields the product ON(C(=O)NC1=CC(=C(C=C1)Cl)Cl)CC1=CC=CC=C1 (N-hydroxy-N-benzyl-N'-(3',4'-dichlorophenyl)-urea). The yield is 83.9%. RXN SMILES: [CH2:1]([NH:8][OH:9])[C:2]1[CH:7]=[CH:6][CH:5]=[CH:4][CH:3]=1.[Cl:10][C:11]1[CH:12]=[C:13]([N:18]=[C:19]=[O:20])[CH:14]=[CH:15][C:16]=1[Cl:17]>C1C=CC=CC=1>[OH:9][N:8]([CH2:1][C:2]1[CH:7]=[CH:6][CH:5]=[CH:4][CH:3]=1)[C:19]([NH:18][C:13]1[CH:14]=[CH:15][C:16]([Cl:17])=[C:11]([Cl:10])[CH:12]=1)=[O:20]. Procedure details: A mixture of 13.3 g of N-benzyl-hydroxylamine in 260 ml of anhydrous benzene was added to a solution of 20.3 g of 3,4-dichlorophenyl isocyanate in 400 ml of anhydrous benzene and the mixture was refluxed for half an hour and then was cooled with stirring. The mixture was vacuum filtered and the recovered crystals were empasted with benzene to obtain 28.2 g of N-hydroxy-N-benzyl-N'-(3',4'-dichlorophenyl)-urea melting at 157° C. Starting materials: CC(C)(C)OC(=O)NC(CO)C(=O)O, CN(C)C=O, O=[N+]([O-])c1cccnc1Cl, [H-], [Na+], O. Product: CC(C)(C)OC(=O)NC(COc1ncccc1[N+](=O)[O-])C(=O)O. As a reaction SMILES: [C:1]([CH3:2])([CH3:3])([CH3:4])[O:5][C:6](=[O:7])[NH:8][CH:9]([CH2:10][OH:11])[C:12](=[O:13])[OH:14].[CH3:28][N:29]([CH3:30])[CH:31]=[O:32].[Cl:17][c:18]1[n:19][cH:20][cH:21][cH:22][c:23]1[N+:24](=[O:25])[O-:26].[H-:15].[Na+:16].[OH2:27]>>[C:1]([CH3:2])([CH3:3])([CH3:4])[O:5][C:6](=[O:7])[NH:8][CH:9]([CH2:10][O:11][c:18]1[n:19][cH:20][cH:21][cH:22][c:23]1[N+:24](=[O:25])[O-:26])[C:12](=[O:13])[OH:14]. Reactants: P(=O)([O-])([O-])[O-].[K+].[K+].[K+] (potassium phosphate), [Mg+2].[Cl-].[Cl-] (MgCl2), ClCC(=O)C1=CC(=CC=C1)Cl (2-chloro-1-(3-chlorophenyl)ethane-1-one), ClCC(=O)C1=CC(=CC=C1)Cl (2-chloro-1-(3-chlorophenyl)ethane-1-one), C=1N=C(C2=C(N1)N(C=N2)[C@H]3[C@@H]([C@@H]([C@H](O3)COP(=O)(O)OP(=O)(O)OC[C@@H]4[C@H]([C@H]([C@@H](O4)N5C=CCC(=C5)C(=O)N)O)O)O)O)N (NAD). The solvent is OCC(O)CO (glycerol), CC(CC(C)O)C (4-methyl-2-pentanol), CC(CC(C)O)C (4-methyl-2-pentanol). Reaction conditions: time 24 hour. Product: ClC[C@H](O)C1=CC(=CC=C1)Cl ((R)-2-chloro-1-(3-chlorophenyl)ethane-1-ol). Reaction SMILES: P([O-])([O-])([O-])=O.[K+].[K+].[K+].[Mg+2].[Cl-].[Cl-].[Cl:12][CH2:13][C:14]([C:16]1[CH:21]=[CH:20][CH:19]=[C:18]([Cl:22])[CH:17]=1)=[O:15].C1N=C(N)C2N=CN([C@@H]3O[C@H](COP(OP(OC[C@H]4O[C@@H](N5C=C(C(N)=O)CC=C5)[C@H](O)[C@@H]4O)(O)=O)(O)=O)[C@@H](O)[C@H]3O)C=2N=1>CC(C)CC(O)C.OCC(CO)O>[Cl:12][CH2:13][C@@H:14]([C:16]1[CH:21]=[CH:20][CH:19]=[C:18]([Cl:22])[CH:17]=1)[OH:15] |f:0.1.2.3,4.5.6|. Reported procedure: For the conversion, a mixture of 20 ml of a buffer (100 mM potassium phosphate, pH=8.5, 1 mM MgCl2, 10% glycerol), 20 g 2-chloro-1-(3-chlorophenyl)ethane-1-one dissolved in 80 ml 4-methyl-2-pentanol, 10 mg NAD and 20 000 U recombinant oxidoreductase from Pichia stipidis DSMZ 3651 was incubated at room temperature for 24 h with constant thorough mixing. After 24 h, more than 99% of the 2-chloro-1-(3-chlorophenyl)ethane-1-one used had been reduced. Subsequently, the 4-methyl-2-pentanol phase conta... Starting materials: 4-alkoxybenzaldehyde, C(CC(=O)O)(=O)O (malonic acid), C1=CC(=CC=C1/C=C/C(=O)O)O (coumaric acid), C(CCCCCCCCCCC)Br (dodecyl bromide). The product is C(CCCCCCCCCCC)OC1=CC=C(C=CC(=O)O)C=C1 (4-Dodecyloxycinnamic acid), acid chloride. Reaction SMILES: C(O)(=O)CC(O)=O.[CH:8]1[C:13](/[CH:14]=[CH:15]/[C:16]([OH:18])=[O:17])=[CH:12][CH:11]=[C:10]([OH:19])[CH:9]=1.[CH2:20](Br)[CH2:21][CH2:22][CH2:23][CH2:24][CH2:25][CH2:26][CH2:27][CH2:28][CH2:29][CH2:30][CH3:31]>>[CH2:31]([O:19][C:10]1[CH:11]=[CH:12][C:13]([CH:14]=[CH:15][C:16]([OH:18])=[O:17])=[CH:8][CH:9]=1)[CH2:30][CH2:29][CH2:28][CH2:27][CH2:26][CH2:25][CH2:24][CH2:23][CH2:22][CH2:21][CH3:20]. Procedure details: 4-Dodecyloxycinnamic acid is prepared by generally known processes by condensation of a 4-alkoxybenzaldehyde with malonic acid or by reaction of coumaric acid with dodecyl bromide. The colourless crystals have a melting point of 158-159° C. The corresponding acid chloride is obtained therefrom virtually quantitatively by reaction with oxalyl chloride in benzene (18 hours, room temperature). The reactants are C(C)(C)(C)OC(NC1=C(C=C(C=C1)C1=CC=C(C=C1)F)NC(CC(=O)C=1N=C(SC1)N1C=NC=C1)=O)=O ({4′-fluoro-3-[3-(2-imidazol-1-yl-thiazol-4-yl)-3-oxo-propionylamino]-biphenyl-4-yl}-carbamic acid tert.-butyl ester), C(=O)(C(F)(F)F)O (TFA). Solvent: C(Cl)Cl (CH2Cl2). Product: FC1=CC=C(C=C1)C=1C=CC2=C(NC(CC(=N2)C=2N=C(SC2)N2C=NC=C2)=O)C1 (8-(4-Fluoro-phenyl)-4-(2-imidazol-1-yl-thiazol-4-yl)-1,3-dihydro-benzo[b][1,4]diazepin-2-one). As a reaction SMILES: C(OC(=O)[NH:7][C:8]1[CH:13]=[CH:12][C:11]([C:14]2[CH:19]=[CH:18][C:17]([F:20])=[CH:16][CH:15]=2)=[CH:10][C:9]=1[NH:21][C:22](=[O:36])[CH2:23][C:24]([C:26]1[N:27]=[C:28]([N:31]2[CH:35]=[CH:34][N:33]=[CH:32]2)[S:29][CH:30]=1)=O)(C)(C)C.C(O)(C(F)(F)F)=O>C(Cl)Cl>[F:20][C:17]1[CH:18]=[CH:19][C:14]([C:11]2[CH:12]=[CH:13][C:8]3[N:7]=[C:24]([C:26]4[N:27]=[C:28]([N:31]5[CH:35]=[CH:34][N:33]=[CH:32]5)[S:29][CH:30]=4)[CH2:23][C:22](=[O:36])[NH:21][C:9]=3[CH:10]=2)=[CH:15][CH:16]=1. Procedure details: Prepared from {4′-fluoro-3-[3-(2-imidazol-1-yl-thiazol-4-yl)-3-oxo-propionylamino]-biphenyl-4-yl}-carbamic acid tert.-butyl ester (Example K83) by treatment with TFA in CH2Cl2 according to the general procedure M. Obtained as a light brown solid (64 mg).